This data is from the Open Reaction Database (ORD), a public repository of structured organic reaction records. The task is: describe an organic reaction: reactants, conditions, products, and yield Reactants: S(=O)([O-])S(=O)[O-].[Na+].[Na+] (sodium hydrosulfite), COC1=C(C=C(CS(=O)(=O)/C=C/C2=C(C=C(C=C2OC)OC)OC)C=C1)[N+](=O)[O-] (2-((E)-2-(4-methoxy-3-nitrobenzylsulfonyl)vinyl)-1,3,5-trimethoxybenzene), O (water). Solvent: CC(=O)C.O (acetone water). Reaction conditions: temperature 50 celsius, time 30 minute. Yields the product COC1=C(/C=C/S(=O)(=O)CC=2C=CC(=C(C2)N)OC)C(=CC(=C1)OC)OC ((E)-5-((2,4,6-trimethoxystyrylsulfonyl)methyl)-2-methoxybenzenamine). RXN SMILES: [CH3:1][O:2][C:3]1[CH:26]=[CH:25][C:6]([CH2:7][S:8](/[CH:11]=[CH:12]/[C:13]2[C:18]([O:19][CH3:20])=[CH:17][C:16]([O:21][CH3:22])=[CH:15][C:14]=2[O:23][CH3:24])(=[O:10])=[O:9])=[CH:5][C:4]=1[N+:27]([O-])=O.S(S([O-])=O)([O-])=O.[Na+].[Na+].O>CC(C)=O.O>[CH3:24][O:23][C:14]1[CH:15]=[C:16]([O:21][CH3:22])[CH:17]=[C:18]([O:19][CH3:20])[C:13]=1/[CH:12]=[CH:11]/[S:8]([CH2:7][C:6]1[CH:25]=[CH:26][C:3]([O:2][CH3:1])=[C:4]([NH2:27])[CH:5]=1)(=[O:10])=[O:9] |f:1.2.3,5.6|. Reported procedure: A solution of 2-((E)-2-(4-methoxy-3-nitrobenzylsulfonyl)vinyl)-1,3,5-trimethoxybenzene (1.3 mmol) in acetone-water (10:5, 25 mL) was heated to 50° C. After 30 min, sodium hydrosulfite (Na2S2O4, 26.3 mmol) was added slowly, and the mixture was heated at reflux (50° C.) for 1 h. The heated mixture was then cooled to room temperature (25° C.) and water (25 mL) was added. A solid precipitate formed and was separated by filtration. The filtered product was washed with aqueous sodium bicarbonate. The ... Starting materials: CC(C)C(NC(=O)OC(C)(C)C)C(=O)O, CN(C)c1ccncc1, Cc1nc(C(F)(F)F)ccc1Cn1c(=O)c(-c2ccccc2)c(-c2ccc(Cl)cc2)c2nnc(C(C)O)n21. The product is Cc1nc(C(F)(F)F)ccc1Cn1c(=O)c(-c2ccccc2)c(-c2ccc(Cl)cc2)c2nnc(C(C)OC(=O)C(NC(=O)OC(C)(C)C)C(C)C)n21. RXN SMILES: [C:39](=[O:40])([O:41][C:42]([CH3:43])([CH3:44])[CH3:45])[NH:46][CH:47]([CH:48]([CH3:49])[CH3:50])[C:51](=[O:52])[OH:53].[CH3:54][N:55]([c:56]1[cH:57][cH:58][n:59][cH:60][cH:61]1)[CH3:62].[Cl:1][c:2]1[cH:3][cH:4][c:5](-[c:8]2[c:9]3[n:10]([n:11]([CH2:21][c:22]4[c:23]([CH3:32])[n:24][c:25]([C:28]([F:29])([F:30])[F:31])[cH:26][cH:27]4)[c:12](=[O:20])[c:13]2-[c:14]2[cH:15][cH:16][cH:17][cH:18][cH:19]2)[c:33]([CH:36]([CH3:37])[OH:38])[n:34][n:35]3)[cH:6][cH:7]1>>[Cl:1][c:2]1[cH:3][cH:4][c:5](-[c:8]2[c:9]3[n:10]([n:11]([CH2:21][c:22]4[c:23]([CH3:32])[n:24][c:25]([C:28]([F:29])([F:30])[F:31])[cH:26][cH:27]4)[c:12](=[O:20])[c:13]2-[c:14]2[cH:15][cH:16][cH:17][cH:18][cH:19]2)[c:33]([CH:36]([CH3:37])[O:38][C:51]([CH:47]([NH:46][C:39](=[O:40])[O:41][C:42]([CH3:43])([CH3:44])[CH3:45])[CH:48]([CH3:49])[CH3:50])=[O:52])[n:34][n:35]3)[cH:6][cH:7]1. The reactants are COC=1C=CC=C2CCC(C12)=NO (7-methoxy-indan-1-one oxime), [H][H] (hydrogen). Reagents/catalysts: [Ni] (Raney-Nickel). Run in O1CCCC1 (tetrahydrofuran), CO (methanol). Yields the product COC=1C=CC=C2CCC(C12)N (rac-7-Methoxy-indan-1-ylamine). Isolated yield 97.0%. RXN SMILES: [CH3:1][O:2][C:3]1[CH:4]=[CH:5][CH:6]=[C:7]2[C:11]=1[C:10](=[N:12]O)[CH2:9][CH2:8]2.[H][H]>O1CCCC1.CO.[Ni]>[CH3:1][O:2][C:3]1[CH:4]=[CH:5][CH:6]=[C:7]2[C:11]=1[CH:10]([NH2:12])[CH2:9][CH2:8]2. Procedure details: A mixture of 7-methoxy-indan-1-one oxime (CAS 908108-58-7, (E)-oxime 179899-16-2) (22.3 g, 126 mmol)) and Raney-Nickel (11.26 g) in tetrahydrofuran (570 mL) and methanol (570 mL) was hydrogenated at 100 bar hydrogen-pressure at 60° C. for 22 h. Filtered the catalyst off, washed with methanol and tetrahydrofuran, all volatiles were removed in vacuum to give the title compound as a brown oil (19.95 g, 97%, HPLC 0.4 min), MS (ISP) m/e=164.2 [(M+H)+]. Reactants: C[Si](C)(C)[N-][Si](C)(C)C, CCCCCC, CCOCC, N#Cc1cccc(F)c1Cl, Cl, [Li+]. The product is N=C(N)c1cccc(F)c1Cl. As a reaction SMILES: [CH3:1][Si:2]([N-:3][Si:6]([CH3:7])([CH3:8])[CH3:9])([CH3:4])[CH3:5].[CH3:22][CH2:23][CH2:24][CH2:25][CH2:26][CH3:27].[CH3:28][CH2:29][O:30][CH2:31][CH3:32].[Cl:11][c:12]1[c:13]([C:14]#[N:15])[cH:16][cH:17][cH:18][c:19]1[F:20].[ClH:21].[Li+:10]>>[NH2:3][C:14]([c:13]1[c:12]([Cl:11])[c:19]([F:20])[cH:18][cH:17][cH:16]1)=[NH:15].